describe an organic reaction: reactants, conditions, products, and yield From a dataset of the Open Reaction Database (ORD), a public repository of structured organic reaction records. Reactants: C(C)(C)(C)OC(=O)N1CCC(CC1)=C(C1=CC=C(C=C1)C(=O)N1CCOCC1)Br (tert-butyl-4-{bromo[4-(morpholinocarbonyl)phenyl]methylene}-1-piperidinecarboxylate), N1CCCC1 (pyrrolidine). The product is C(C)(C)(C)OC(=O)N1CCC(CC1)=C(C1=CC=C(C=C1)C(=O)N1CCCC1)Br (tert-butyl-4-{bromo[4-(tetrahydro-1H-1-pyrrolylcarbonyl)phenyl]methylene}-1-piperidinecarboxylate). As a reaction SMILES: [C:1]([O:5][C:6]([N:8]1[CH2:13][CH2:12][C:11](=[C:14]([Br:29])[C:15]2[CH:20]=[CH:19][C:18]([C:21]([N:23]3[CH2:28][CH2:27]O[CH2:25][CH2:24]3)=[O:22])=[CH:17][CH:16]=2)[CH2:10][CH2:9]1)=[O:7])([CH3:4])([CH3:3])[CH3:2].N1CCCC1>>[C:1]([O:5][C:6]([N:8]1[CH2:9][CH2:10][C:11](=[C:14]([Br:29])[C:15]2[CH:16]=[CH:17][C:18]([C:21]([N:23]3[CH2:28][CH2:27][CH2:25][CH2:24]3)=[O:22])=[CH:19][CH:20]=2)[CH2:12][CH2:13]1)=[O:7])([CH3:4])([CH3:3])[CH3:2]. Procedure: Same procedure as described for the preparation of compound 82, but using pyrrolidine in place of morpholine. The reactants are [Cl-].[Na+] (sodium chloride), S1(=O)(=O)CCCC1 (sulfolane), P(=O)(Cl)(Cl)Cl (phosphoryl chloride), O=C1NC=NC2=C1C1=C(CN(CCC1)C(=O)OC(C)(C)C)S2 (tert-butyl 4-oxo-3,4,5,6,7,9-hexahydro-8H-pyrimido[5′,4′:4,5]thieno[2,3-c]azepine-8-carboxylate). The solvent is C(C)N(CC)CC (Triethylamine), C1(=CC=CC=C1)C (toluene), C(C)N(CC)CC (triethylamine). Conditions: time 30 minute. Yields the product ClC1=NC=NC2=C1C1=C(CN(CCC1)C(=O)OC(C)(C)C)S2 (tert-Butyl 4-chloro-5,6,7,9-tetrahydro-8H-pyrimido[5′,4′:4,5]thieno[2,3-c]azepine-8-carboxylate). Isolated yield 80.0%. Reaction SMILES: S1(CCCC1)(=O)=O.P(Cl)(Cl)(Cl)=O.O=[C:14]1[C:19]2[C:20]3[CH2:26][CH2:25][CH2:24][N:23]([C:27]([O:29][C:30]([CH3:33])([CH3:32])[CH3:31])=[O:28])[CH2:22][C:21]=3[S:34][C:18]=2[N:17]=[CH:16][NH:15]1.[Cl-:35].[Na+]>C1(C)C=CC=CC=1.C(N(CC)CC)C>[Cl:35][C:14]1[C:19]2[C:20]3[CH2:26][CH2:25][CH2:24][N:23]([C:27]([O:29][C:30]([CH3:33])([CH3:32])[CH3:31])=[O:28])[CH2:22][C:21]=3[S:34][C:18]=2[N:17]=[CH:16][N:15]=1 |f:3.4|. Reported procedure: To sulfolane (20 mL) was added phosphoryl chloride (7.40 g, 48.3 mmol). Triethylamine (4.88 g, 48.3 mmol) was added dropwise, and the mixture was stirred for 30 min at rt. Subsequently, tert-butyl 4-oxo-3,4,5,6,7,9-hexahydro-8H-pyrimido[5′,4′:4,5]thieno[2,3-c]azepine-8-carboxylate from Example 78A (5.17 g, 16.1 mmol) was added, and the reaction mixture was heated for 2 h to 65° C. The mixture was then cooled to rt, and triethylamine (7.0 mL) was added. It was diluted with toluene and cooled to 0... Starting materials: C1(=CC=CC=C1)CCCN1CC(NCC1)C (1-(3-phenylpropyl)-3-methylpiperazine), CC1=C(OC=C1)C(=O)Cl (3-methyl-2-furoyl chloride). Run in C1=CC=CC=C1 (benzene). Product: Cl.C1(=CC=CC=C1)CCCN1CC(N(CC1)C(=O)C=1OC=CC1C)C (1-(3-Phenylpropyl)-3-methyl-4-(3-methyl-2-furoyl)piperazine hydrochloride). As a reaction SMILES: [C:1]1([CH2:7][CH2:8][CH2:9][N:10]2[CH2:15][CH2:14][NH:13][CH:12]([CH3:16])[CH2:11]2)[CH:6]=[CH:5][CH:4]=[CH:3][CH:2]=1.[CH3:17][C:18]1[CH:22]=[CH:21][O:20][C:19]=1[C:23]([Cl:25])=[O:24]>C1C=CC=CC=1>[ClH:25].[C:1]1([CH2:7][CH2:8][CH2:9][N:10]2[CH2:15][CH2:14][N:13]([C:23]([C:19]3[O:20][CH:21]=[CH:22][C:18]=3[CH3:17])=[O:24])[CH:12]([CH3:16])[CH2:11]2)[CH:6]=[CH:5][CH:4]=[CH:3][CH:2]=1 |f:3.4|. Reported procedure: The compound was obtained by following the same process as in Example 2 from a mixture of 1-(3-phenylpropyl)-3-methylpiperazine, 3-methyl-2-furoyl chloride and benzene. Reactants: CC(=O)c1nc(-c2ccc(CC(CCO)NC(=O)c3ccc(OC(C)C)c(Cl)c3)cc2)cn1C, CN(C)c1ccncc1, ClCCl, COP(=O)(Cl)OC. Product: COP(=O)(OC)OCCC(Cc1ccc(-c2cn(C)c(C(C)=O)n2)cc1)NC(=O)c1ccc(OC(C)C)c(Cl)c1. Reaction SMILES: [C:1]([CH3:2])(=[O:3])[c:4]1[n:5]([CH3:34])[cH:6][c:7](-[c:9]2[cH:10][cH:11][c:12]([CH2:15][CH:16]([CH2:17][CH2:18][OH:19])[NH:20][C:21]([c:22]3[cH:23][c:24]([Cl:32])[c:25]([O:28][CH:29]([CH3:30])[CH3:31])[cH:26][cH:27]3)=[O:33])[cH:13][cH:14]2)[n:8]1.[CH3:45][N:46]([c:47]1[cH:48][cH:49][n:50][cH:51][cH:52]1)[CH3:53].[Cl:42][CH2:43][Cl:44].[P:35](=[O:36])([O:37][CH3:38])([O:39][CH3:40])[Cl:41]>>[C:1]([CH3:2])(=[O:3])[c:4]1[n:5]([CH3:34])[cH:6][c:7](-[c:9]2[cH:10][cH:11][c:12]([CH2:15][CH:16]([CH2:17][CH2:18][O:19][P:35](=[O:36])([O:37][CH3:38])[O:39][CH3:40])[NH:20][C:21]([c:22]3[cH:23][c:24]([Cl:32])[c:25]([O:28][CH:29]([CH3:30])[CH3:31])[cH:26][cH:27]3)=[O:33])[cH:13][cH:14]2)[n:8]1. Reactants: C(=O)(N1C=NC=C1)N1C=NC=C1 (1,1′-carbonyldiimidazole), NC1=NC(=NN1C1=CC=C(C(=O)O)C=C1)NC1=CC(=C(C(=C1)OC)OC)OC (4-[5-amino-3-(3,4,5-trimethoxy-phenylamino)-[1,2,4]triazol-1-yl]-benzoic acid), N (ammonia). Solvent: CN(C)C=O (DMF). Run at time 1 hour. Product: NC1=NC(=NN1C1=CC=C(C(=O)N)C=C1)NC1=CC(=C(C(=C1)OC)OC)OC (4-[5-Amino-3-(3,4,5-trimethoxy-phenylamino)-[1,2,4]triazol-1-yl]-benzamide). Reaction SMILES: C(N1C=CN=C1)([N:3]1C=CN=C1)=O.[NH2:13][C:14]1[N:18]([C:19]2[CH:27]=[CH:26][C:22]([C:23](O)=[O:24])=[CH:21][CH:20]=2)[N:17]=[C:16]([NH:28][C:29]2[CH:34]=[C:33]([O:35][CH3:36])[C:32]([O:37][CH3:38])=[C:31]([O:39][CH3:40])[CH:30]=2)[N:15]=1.N>CN(C=O)C>[NH2:13][C:14]1[N:18]([C:19]2[CH:20]=[CH:21][C:22]([C:23]([NH2:3])=[O:24])=[CH:26][CH:27]=2)[N:17]=[C:16]([NH:28][C:29]2[CH:34]=[C:33]([O:35][CH3:36])[C:32]([O:37][CH3:38])=[C:31]([O:39][CH3:40])[CH:30]=2)[N:15]=1. Procedure details: 0° C., 1,1′-carbonyldiimidazole (83 mg, 0.5 mmol) was added to a solution of 4-[5-amino-3-(3,4,5-trimethoxy-phenylamino)-[1,2,4]triazol-1-yl]-benzoic acid (100 mg, 0.25 mmol) in DMF (3 mL). The reaction mixture was stirred at rt. for 1 h, and ammonia (7.0M in MeOH, 1 mL) was added. The reaction mixture was stirred at rt. for 2 days. The mixture was then purified by semi-prep HPLC. FIA-MS: m/e=385.1 (M+H), 383.1 (ES−). Rt=3.60 min (method A). 1H-NMR (500 MHz, DMSO(d6)): 8.87 (s, 1H), 8.02 (br.s, ... The reactants are O.[OH-].[Li+] (lithium hydroxide monohydrate), Cl (HCl), COC(C1=CN=C(C=C1)OCC=1C(=NOC1)CCCC)=O (6-(3-butyl-isoxazol-4-ylmethoxy)-nicotinic acid methyl ester), CO (methanol). Run in O (water), C1CCOC1 (THF). Conditions: time 2 hour. The product is C(CCC)C1=NOC=C1COC1=NC=C(C(=O)O)C=C1 (6-(3-Butyl-isoxazol-4-ylmethoxy)-nicotinic acid). Isolated yield 102.3%. As a reaction SMILES: C[O:2][C:3](=[O:21])[C:4]1[CH:9]=[CH:8][C:7]([O:10][CH2:11][C:12]2[C:13]([CH2:17][CH2:18][CH2:19][CH3:20])=[N:14][O:15][CH:16]=2)=[N:6][CH:5]=1.O.[OH-].[Li+].CO.Cl>C1COCC1.O>[CH2:17]([C:13]1[C:12]([CH2:11][O:10][C:7]2[CH:8]=[CH:9][C:4]([C:3]([OH:21])=[O:2])=[CH:5][N:6]=2)=[CH:16][O:15][N:14]=1)[CH2:18][CH2:19][CH3:20] |f:1.2.3|. Procedure: To a suspension of 6-(3-butyl-isoxazol-4-ylmethoxy)-nicotinic acid methyl ester (4.0 g, 13.8 mmol) in THF (25 mL) was added a solution of lithium hydroxide monohydrate (1.2 g, 27.6 mmol) in water (25 mL) and then methanol (7 mL) added and the resulting mixture stirred at room temperature for 2 h. The mixture was acidified to pH 1 with HCl (1 N, 80 mL) and the resulting mixture extracted with ethyl acetate. The combined organic layers were then washed with water and brine, dried over sodium sulph... Starting materials: CC(=O)N(C)CCC(=O)O, CN(C(=O)c1ccc(Cl)cc1)C1CCNCC1c1ccc(Cl)c(Cl)c1, Cl. The product is CC(=O)N(C)CCC(=O)N1CCC(N(C)C(=O)c2ccc(Cl)cc2)C(c2ccc(Cl)c(Cl)c2)C1. As a reaction SMILES: [C:27]([CH3:28])(=[O:29])[N:30]([CH2:31][CH2:32][C:33](=[O:34])[OH:35])[CH3:36].[Cl:2][c:3]1[cH:4][cH:5][c:6]([C:7](=[O:8])[N:9]([CH3:10])[CH:11]2[CH:12]([c:17]3[cH:18][c:19]([Cl:24])[c:20]([Cl:23])[cH:21][cH:22]3)[CH2:13][NH:14][CH2:15][CH2:16]2)[cH:25][cH:26]1.[ClH:1]>>[Cl:2][c:3]1[cH:4][cH:5][c:6]([C:7](=[O:8])[N:9]([CH3:10])[CH:11]2[CH:12]([c:17]3[cH:18][c:19]([Cl:24])[c:20]([Cl:23])[cH:21][cH:22]3)[CH2:13][N:14]([C:33]([CH2:32][CH2:31][N:30]([C:27]([CH3:28])=[O:29])[CH3:36])=[O:34])[CH2:15][CH2:16]2)[cH:25][cH:26]1. Reactants: BrC=1C=NC(=C(C(=O)[O-])C1)Cl.[Na+] (Sodium 5-bromo-2-chloronicotinate), N (NH3), C(C(=O)Cl)(=O)Cl (Oxalyl chloride), CN(C)C=O (DMF). The solvent is C(Cl)Cl (CH2Cl2). Run at temperature 23 celsius, time 1 hour. Yields the product BrC=1C=NC(=C(C(=O)N)C1)Cl (5-Bromo-2-chloronicotinamide). Isolated yield 427.3%. RXN SMILES: [Br:1][C:2]1[CH:3]=[N:4][C:5]([Cl:11])=[C:6]([CH:10]=1)[C:7]([O-])=[O:8].[Na+].C(Cl)(=O)C(Cl)=O.C[N:20](C=O)C.N>C(Cl)Cl>[Br:1][C:2]1[CH:3]=[N:4][C:5]([Cl:11])=[C:6]([CH:10]=1)[C:7]([NH2:20])=[O:8] |f:0.1|. Procedure details: Sodium 5-bromo-2-chloronicotinate (229 mg, 0.798 mmol) was suspended in CH2Cl2 (7.9 mL). Oxalyl chloride (0.084 ml, 0.957 mmol) was added followed by DMF (0.002 mL, 0.080 mmol) and the reaction mixture was stirred at 23° C. for 1 h. The solvent was removed by evaporation and the intermediate residue was dried under vacuum for 90 minutes. The crude acid chloride was suspended in CH3CN (7.9 mL) and NH3 (7M in MeOH, 0.125 mL, 0.877 mmol) was added and the reaction mixture was stirred at ambient tem...